Dataset: the Open Reaction Database (ORD), a public repository of structured organic reaction records. Task: describe an organic reaction: reactants, conditions, products, and yield Starting materials: C(O)C(CC)(CO)CO (trimethylolpropane), C(C=C)(=O)O (acrylic acid), acid, COC1=CC=C(O)C=C1 (hydroquinone monomethyl ether), C(C=CC1=CC=CC=C1)Cl (cinnamyl chloride), 17. The solvent is petroleum ether, O (water), O (water). Product: C(C=C)(=O)O.C(C=C)(=O)O.C(O)C(CC)(CO)CO (Trimethylolpropane diacrylate). As a reaction SMILES: [CH2:1]([C:3]([CH2:8][OH:9])([CH2:6][OH:7])[CH2:4][CH3:5])[OH:2].[C:10]([OH:14])(=[O:13])[CH:11]=[CH2:12].COC1C=CC(O)=CC=1.C(Cl)C=CC1C=CC=CC=1>O>[C:10]([OH:14])(=[O:13])[CH:11]=[CH2:12].[C:10]([OH:14])(=[O:13])[CH:11]=[CH2:12].[CH2:1]([C:3]([CH2:8][OH:9])([CH2:6][OH:7])[CH2:4][CH3:5])[OH:2] |f:5.6.7|. Reported procedure: In a 10 l three-necked flask with a stirrer, a water separator and a gas inlet tube, 2.68 kg of trimethylolpropane, 3.03 kg of acrylic acid, 0.5 kg of an acid ion exchanger (Lewatit 3333 from Bayer AG), 9 g of hydroquinone monomethyl ether and 28.6 g of cinnamyl chloride, together with 1.5 l of petroleum ether (boiling range 60°-70° C.) were heated under the water separator, whilst stirring. At the same time a continuous stream of air was passed through at a rate of about 2 l/hour. After a react... Reactants: [Li+].[OH-] (LiOH), CC1(CCN(CC1)C1CCN(CCC1)C(=O)OCC)C(=O)OCC (Ethyl 4-[4-methyl-4-(ethoxycarbonyl)piperidin-1-yl]azepane-1-carboxylate), Cl (hydrochloric acid). Run in C1CCOC1 (THF). Conditions: time 8 hour. The product is C(C)OC(=O)N1CCC(CCC1)N1CCC(CC1)(C(=O)O)C (1-[1-(ethoxycarbonyl)azepan-4-yl]-4-methylpiperidine-4-carboxylic acid). The yield is 193.8%. Reaction SMILES: [CH3:1][C:2]1([C:20]([O:22]CC)=[O:21])[CH2:7][CH2:6][N:5]([CH:8]2[CH2:14][CH2:13][CH2:12][N:11]([C:15]([O:17][CH2:18][CH3:19])=[O:16])[CH2:10][CH2:9]2)[CH2:4][CH2:3]1.[Li+].[OH-].Cl>C1COCC1>[CH2:18]([O:17][C:15]([N:11]1[CH2:12][CH2:13][CH2:14][CH:8]([N:5]2[CH2:6][CH2:7][C:2]([CH3:1])([C:20]([OH:22])=[O:21])[CH2:3][CH2:4]2)[CH2:9][CH2:10]1)=[O:16])[CH3:19] |f:1.2|. Procedure: Ethyl 4-[4-methyl-4-(ethoxycarbonyl)piperidin-1-yl]azepane-1-carboxylate (0.37 g, 1.09 mmol) was dissolved in THF (10 mL) at rt and 1M LiOH sol. (3.3 mL) was added. The reaction mixture was stirred at rt overnight. The pH was carefully adjusted to pH 6 by addition of concentrated hydrochloric acid, the solvents were removed in vacuo, to give 1-[1-(ethoxycarbonyl)azepan-4-yl]-4-methylpiperidine-4-carboxylic acid (0.66 g) as a viscous colourless oil, Intermediate 4, which was used crude in subsequ... The reactants are FC1=CC=C(C=C1)CCC1=C(C(=O)O)C=C(C=C1)\C=C(\CN1C=NC=C1)/C1=CC=C(C=C1)F (2-[2-(4-fluorophenyl)ethyl]-5-[(E)-2-(4-fluorophenyl)-3-(imidazol-1-yl)prop-1-en-1-yl]benzoic acid), C(CCl)Cl (EDC), C=1C=CC2=C(C1)N=NN2O (HOBT), Cl.COC([C@@H](N)CCSC)=O (L-methionine methyl ester hydrochloride), CN1CCOCC1 (N-Methylmorpholine). Reagents/catalysts: CN(C)C=1C=CN=CC1 (DMAP). Solvent: ClCCl (dichloromethane). Conditions: time 8 hour. The product is FC1=CC=C(C=C1)\C(=C/C=1C=CC(=C(C(=O)N[C@H](C(=O)OC)CCSC)C1)CCC1=CC=C(C=C1)F)\CN1C=NC=C1 (methyl (2S)-2-{5-[(E)-2-(4-fluorophenyl)-3-(imidazol-1-yl)prop-1-en-1-yl]-2-(2-(4-fluorophenyl)ethyl)benzamido}-4-methylsulfanylbutyrate), foam. Isolated yield 50.0%. As a reaction SMILES: [F:1][C:2]1[CH:7]=[CH:6][C:5]([CH2:8][CH2:9][C:10]2[CH:18]=[CH:17][C:16](/[CH:19]=[C:20](\[C:27]3[CH:32]=[CH:31][C:30]([F:33])=[CH:29][CH:28]=3)/[CH2:21][N:22]3[CH:26]=[CH:25][N:24]=[CH:23]3)=[CH:15][C:11]=2[C:12](O)=[O:13])=[CH:4][CH:3]=1.C(Cl)CCl.C1C=CC2N(O)N=NC=2C=1.Cl.[CH3:49][O:50][C:51](=[O:58])[C@H:52]([CH2:54][CH2:55][S:56][CH3:57])[NH2:53].CN1CCOCC1>CN(C1C=CN=CC=1)C.ClCCl>[F:33][C:30]1[CH:31]=[CH:32][C:27](/[C:20](/[CH2:21][N:22]2[CH:26]=[CH:25][N:24]=[CH:23]2)=[CH:19]\[C:16]2[CH:17]=[CH:18][C:10]([CH2:9][CH2:8][C:5]3[CH:6]=[CH:7][C:2]([F:1])=[CH:3][CH:4]=3)=[C:11]([CH:15]=2)[C:12]([NH:53][C@@H:52]([CH2:54][CH2:55][S:56][CH3:57])[C:51]([O:50][CH3:49])=[O:58])=[O:13])=[CH:28][CH:29]=1 |f:3.4|. Reported procedure: A mixture of 2-[2-(4-fluorophenyl)ethyl]-5-[(E)-2-(4-fluorophenyl)-3-(imidazol-1-yl)prop-1-en-1-yl]benzoic acid (0.3 g; 0.67 mmol), EDC (0.154 g; 0.8 mmol), HOBT (0.108 g; 0.8 mmol), DMAP (0.090 g; 0.74 mmol), L-methionine methyl ester hydrochloride (0.2 g; 1 mmol) and N-Methylmorpholine (110 μl; 1 mmol) in dichloromethane (20 ml) was stirred at room temperature overnight. The organic phase was washed with aqueous sodium bicarbonate, dried and evaporated. The residue was purified by flash chroma... Reactants: Cc1cccc2c(=O)c3cc(C(=O)O)ccc3oc12, CC(=O)O, O=S(=O)(O)Cl. Yields the product Cc1cc(S(=O)(=O)Cl)cc2c(=O)c3cc(C(=O)O)ccc3oc12. RXN SMILES: [CH3:1][c:2]1[c:3]2[o:4][c:5]3[cH:6][cH:7][c:8]([C:17](=[O:18])[OH:19])[cH:9][c:10]3[c:11](=[O:16])[c:12]2[cH:13][cH:14][cH:15]1.[CH3:25][C:26](=[O:27])[OH:28].[Cl:20][S:21](=[O:22])(=[O:23])[OH:24]>>[CH3:1][c:2]1[c:3]2[o:4][c:5]3[cH:6][cH:7][c:8]([C:17](=[O:18])[OH:19])[cH:9][c:10]3[c:11](=[O:16])[c:12]2[cH:13][c:14]([S:21]([Cl:20])(=[O:22])=[O:23])[cH:15]1.